From a dataset of the Open Reaction Database (ORD), a public repository of structured organic reaction records. describe an organic reaction: reactants, conditions, products, and yield The reactants are N1(CCOCC1)S(=O)(=O)N (morpholine-4-sulfonamide), C1(CCCCC1)P(C1=C(C=CC=C1)C1=C(C=C(C=C1C(C)C)C(C)C)C(C)C)C1CCCCC1 (2-dicyclohexylphosphino-2′,4′,6′-tri-isopropyl-1,1′-biphenyl), C([O-])([O-])=O.[Cs+].[Cs+] (cesium carbonate), ClC1=CC(=NC(=N1)SCC1=C(C(=CC=C1)F)F)OCCO (2-({6-chloro-2-[(2,3-difluorobenzyl)thio]pyrimidin-4-yl}oxy)ethanol), product. Reagents/catalysts: C=1C=CC(=CC1)/C=C/C(=O)/C=C/C2=CC=CC=C2.C=1C=CC(=CC1)/C=C/C(=O)/C=C/C2=CC=CC=C2.C=1C=CC(=CC1)/C=C/C(=O)/C=C/C2=CC=CC=C2.[Pd].[Pd] (tris(dibenzylideneacetone)dipalladium). The solvent is O1CCOCC1 (dioxane). Reaction conditions: temperature 100 celsius. Product: FC1=C(CSC2=NC(=CC(=N2)NS(=O)(=O)N2CCOCC2)OCCO)C=CC=C1F (N-[2-[(2,3-Difluorobenzyl)thio]-6-(2-hydroxyethoxy)pyrimidin-4-yl]morpholine-4-sulfonamide). Reaction SMILES: [N:1]1([S:7]([NH2:10])(=[O:9])=[O:8])[CH2:6][CH2:5][O:4][CH2:3][CH2:2]1.C1(P(C2CCCCC2)C2C=CC=CC=2C2C(C(C)C)=CC(C(C)C)=CC=2C(C)C)CCCCC1.C(=O)([O-])[O-].[Cs+].[Cs+].Cl[C:52]1[N:57]=[C:56]([S:58][CH2:59][C:60]2[CH:65]=[CH:64][CH:63]=[C:62]([F:66])[C:61]=2[F:67])[N:55]=[C:54]([O:68][CH2:69][CH2:70][OH:71])[CH:53]=1>O1CCOCC1.C1C=CC(/C=C/C(/C=C/C2C=CC=CC=2)=O)=CC=1.C1C=CC(/C=C/C(/C=C/C2C=CC=CC=2)=O)=CC=1.C1C=CC(/C=C/C(/C=C/C2C=CC=CC=2)=O)=CC=1.[Pd].[Pd]>[F:67][C:61]1[C:62]([F:66])=[CH:63][CH:64]=[CH:65][C:60]=1[CH2:59][S:58][C:56]1[N:57]=[C:52]([NH:10][S:7]([N:1]2[CH2:6][CH2:5][O:4][CH2:3][CH2:2]2)(=[O:9])=[O:8])[CH:53]=[C:54]([O:68][CH2:69][CH2:70][OH:71])[N:55]=1 |f:2.3.4,7.8.9.10.11|. Procedure: A mixture of morpholine-4-sulfonamide (prepared according to patent WO 2004/011443, 0.399 g), tris(dibenzylideneacetone)dipalladium (0) (50 mg), 2-dicyclohexylphosphino-2′,4′,6′-tri-isopropyl-1,1′-biphenyl (XPHOS) (50 mg), cesium carbonate (0.585 g) and 2-({6-chloro-2-[(2,3-difluorobenzyl)thio]pyrimidin-4-yl}oxy)ethanol (the product from example 112 step ii), 0.400 g) in dioxane (20 ml) was heated at reflux in a microwave at 100° C., 300 W, open vessel with cooling for 30 mins. The reaction mixt... Reactants: N1C=NC=C1 (imidazole), BrC=1C=C(C=NC1)CO ((5-bromopyridin-3-yl)methanol), C(C)(C)[Si](C(C)C)(C(C)C)Cl (triisopropylsilyl chloride). The solvent is CN(C)C=O (DMF). Reaction conditions: time 24 hour. Product: BrC=1C=NC=C(C1)CO[Si](C(C)C)(C(C)C)C(C)C (3-bromo-5-((triisopropylsilyloxy)methyl)pyridine). Reaction SMILES: [Br:1][C:2]1[CH:3]=[C:4]([CH2:8][OH:9])[CH:5]=[N:6][CH:7]=1.N1C=CN=C1.[CH:15]([Si:18](Cl)([CH:22]([CH3:24])[CH3:23])[CH:19]([CH3:21])[CH3:20])([CH3:17])[CH3:16]>CN(C=O)C>[Br:1][C:2]1[CH:7]=[N:6][CH:5]=[C:4]([CH2:8][O:9][Si:18]([CH:22]([CH3:24])[CH3:23])([CH:19]([CH3:21])[CH3:20])[CH:15]([CH3:17])[CH3:16])[CH:3]=1. Procedure details: To a suspension of ethyl 5-bromonicotinate (10.0 g, 43.46 mmol) in anhydrous THF (20 mL) was added dropwise to a slurry of LiAlH4 (1.91 g, 47.81 mmol) in anhydrous THF (200 mL) under argon at −78° C. and the mixture was stirred for 1.5 h at the same temperature, then warmed to r.t. The reaction mixture was added 15 ml of aqueous HCl (1 M) slowly at −78° C., the mixture was then warmed to rt and added anhydrous Na2SO4, stirred for overnight. The resulting mixture was filtered through celite and t... Starting materials: N#Cc1cccc(C(=O)CC(=O)Nc2cc(-n3cccc3)c(I)cc2[N+](=O)[O-])c1, CCO. Product: N#Cc1cccc(C2=Nc3cc(I)c(-n4cccc4)cc3NC(=O)C2)c1. RXN SMILES: [C:1](#[N:2])[c:3]1[cH:4][c:5]([C:9]([CH2:10][C:11](=[O:12])[NH:13][c:14]2[c:15]([N+:26]([O-:28])=[O:29])[cH:16][c:17]([I:25])[c:18](-[n:20]3[cH:21][cH:22][cH:23][cH:24]3)[cH:19]2)=[O:27])[cH:6][cH:7][cH:8]1.[CH3:30][CH2:31][OH:32]>>[C:1](#[N:2])[c:3]1[cH:4][c:5]([C:9]2=[N:26][c:15]3[c:14]([cH:19][c:18](-[n:20]4[cH:21][cH:22][cH:23][cH:24]4)[c:17]([I:25])[cH:16]3)[NH:13][C:11](=[O:12])[CH2:10]2)[cH:6][cH:7][cH:8]1. Yields the product CCOP(=O)(Cc1ccccc1)CC(O)CNCc1ccc(Cl)cc1. The reactants are CCOP(=O)(Cc1ccccc1)CC(O)CCl, CCN(C(C)C)C(C)C, CCO, NCc1ccc(Cl)cc1. As a reaction SMILES: [CH2:1]([CH3:2])[O:3][P:4](=[O:5])([CH2:6][c:7]1[cH:8][cH:9][cH:10][cH:11][cH:12]1)[CH2:13][CH:14]([CH2:15][Cl:16])[OH:17].[CH2:27]([N:28]([CH:29]([CH3:30])[CH3:31])[CH:32]([CH3:33])[CH3:34])[CH3:35].[CH3:36][CH2:37][OH:38].[Cl:18][c:19]1[cH:20][cH:21][c:22]([CH2:23][NH2:24])[cH:25][cH:26]1>>[CH2:1]([CH3:2])[O:3][P:4](=[O:5])([CH2:6][c:7]1[cH:8][cH:9][cH:10][cH:11][cH:12]1)[CH2:13][CH:14]([CH2:15][NH:24][CH2:23][c:22]1[cH:21][cH:20][c:19]([Cl:18])[cH:26][cH:25]1)[OH:17]. The reactants are Cc1nc(CON)cs1, Cc1ccc(C(=O)O)cc1C(=O)c1ccc(Nc2ccc(F)cc2F)cc1Cl. The product is Cc1nc(CONC(=O)c2ccc(C)c(C(=O)c3ccc(Nc4ccc(F)cc4F)cc3Cl)c2)cs1. Reaction SMILES: [CH3:29][c:30]1[s:31][cH:32][c:33]([CH2:35][O:36][NH2:37])[n:34]1.[Cl:1][c:2]1[c:3]([C:4](=[O:5])[c:6]2[cH:7][c:8]([C:9](=[O:10])[OH:11])[cH:12][cH:13][c:14]2[CH3:15])[cH:16][cH:17][c:18]([NH:20][c:21]2[c:22]([F:28])[cH:23][c:24]([F:27])[cH:25][cH:26]2)[cH:19]1>>[Cl:1][c:2]1[c:3]([C:4](=[O:5])[c:6]2[cH:7][c:8]([C:9](=[O:10])[NH:37][O:36][CH2:35][c:33]3[cH:32][s:31][c:30]([CH3:29])[n:34]3)[cH:12][cH:13][c:14]2[CH3:15])[cH:16][cH:17][c:18]([NH:20][c:21]2[c:22]([F:28])[cH:23][c:24]([F:27])[cH:25][cH:26]2)[cH:19]1.